This data is from the Open Reaction Database (ORD), a public repository of structured organic reaction records. The task is: describe an organic reaction: reactants, conditions, products, and yield Reactants: O (Water), FC(S(=O)(=O)OS(=O)(=O)C(F)(F)F)(F)F (Trifluoromethanesulfonic anhydride), O1C(CCC2=CC=CC=C12)CO (3,4-dihydro-2H-chromen-2-ylmethanol), N1=CC=CC=C1 (pyridine). Solvent: C(Cl)Cl (DCM), C(Cl)Cl (DCM). Reaction conditions: temperature -5 celsius, time 1 hour. Product: FC(S(=O)(=O)OCC1OC2=CC=CC=C2CC1)(F)F (3,4-dihydro-2H-chromen-2-ylmethyl trifluoromethanesulfonate). The yield is 78.7%. RXN SMILES: [F:1][C:2]([F:15])([F:14])[S:3]([O:6]S(C(F)(F)F)(=O)=O)(=[O:5])=[O:4].[O:16]1[C:25]2[C:20](=[CH:21][CH:22]=[CH:23][CH:24]=2)[CH2:19][CH2:18][CH:17]1[CH2:26]O.N1C=CC=CC=1.O>C(Cl)Cl>[F:1][C:2]([F:15])([F:14])[S:3]([O:6][CH2:26][CH:17]1[CH2:18][CH2:19][C:20]2[C:25](=[CH:24][CH:23]=[CH:22][CH:21]=2)[O:16]1)(=[O:5])=[O:4]. Procedure: Trifluoromethanesulfonic anhydride (19.6 g, 69.5 mmol) in DCM (15 mL) was added to a solution of the title compound from Step 1 (9.50 g, 57.9 mmol) in DCM (100 mL) and pyridine (11.0 g, 139 mmol) cooled to −5° C. The reaction was then stirred at 0° C. for 1 h. Water (150 mL) was added and the reaction was extracted with DCM (150 mL). The organic layer was washed with 1 M HCl (180 mL), water (100 mL), and NaHCO3 aqueous solution (100 mL). The organic phase was dried over Na2SO4, filtered and conc...